From a dataset of the Open Reaction Database (ORD), a public repository of structured organic reaction records. describe an organic reaction: reactants, conditions, products, and yield The reactants are CC(C)(C)[Si](C)(C)OCCN1C(=O)c2ccccc2Oc2ccccc21, C1CCOC1, CCCC[N+](CCCC)(CCCC)CCCC, [F-]. The product is O=C1c2ccccc2Oc2ccccc2N1CCO. Reaction SMILES: [C:1]([Si:2]([CH3:3])([CH3:4])[O:6][CH2:7][CH2:8][N:9]1[c:10]2[c:11]([cH:21][cH:22][cH:23][cH:24]2)[O:12][c:13]2[c:14]([cH:17][cH:18][cH:19][cH:20]2)[C:15]1=[O:16])([CH3:5])([CH3:25])[CH3:26].[CH2:45]1[O:46][CH2:47][CH2:48][CH2:49]1.[CH3:28][CH2:29][CH2:30][CH2:31][N+:32]([CH2:33][CH2:34][CH2:35][CH3:36])([CH2:37][CH2:38][CH2:39][CH3:40])[CH2:41][CH2:42][CH2:43][CH3:44].[F-:27]>>[OH:6][CH2:7][CH2:8][N:9]1[c:10]2[c:11]([cH:21][cH:22][cH:23][cH:24]2)[O:12][c:13]2[c:14]([cH:17][cH:18][cH:19][cH:20]2)[C:15]1=[O:16]. Reactants: C(C)OC(=O)C1=CC=C(C=C1)C1=CC=C(C=C1)OCCCCCCCCCCCCCCCCOC(C)=O (4'-(16-acetyloxyhexadecyloxy)biphenyl-4-carboxylic acid ethyl ester), [OH-].[Na+] (sodium hydroxide), C(C)O (ethanol). Run in O (water). Product: OCCCCCCCCCCCCCCCCOC1=CC=C(C=C1)C1=CC=C(C=C1)C(=O)O (4'-(16-hydroxyhexadecyloxy)biphenyl-4-carboxylic acid). The yield is 95.6%. RXN SMILES: C([O:3][C:4]([C:6]1[CH:11]=[CH:10][C:9]([C:12]2[CH:17]=[CH:16][C:15]([O:18][CH2:19][CH2:20][CH2:21][CH2:22][CH2:23][CH2:24][CH2:25][CH2:26][CH2:27][CH2:28][CH2:29][CH2:30][CH2:31][CH2:32][CH2:33][CH2:34][O:35]C(=O)C)=[CH:14][CH:13]=2)=[CH:8][CH:7]=1)=[O:5])C.[OH-].[Na+].C(O)C>O>[OH:35][CH2:34][CH2:33][CH2:32][CH2:31][CH2:30][CH2:29][CH2:28][CH2:27][CH2:26][CH2:25][CH2:24][CH2:23][CH2:22][CH2:21][CH2:20][CH2:19][O:18][C:15]1[CH:14]=[CH:13][C:12]([C:9]2[CH:10]=[CH:11][C:6]([C:4]([OH:5])=[O:3])=[CH:7][CH:8]=2)=[CH:17][CH:16]=1 |f:1.2|. Procedure details: 30 m moles(15.7 g) of the above 4'-(16-acetyloxyhexadecyloxy)biphenyl-4-carboxylic acid ethyl ester and 10 g of sodium hydroxide were stirred for 10 min. at 70° C. in a mixed solution of 40 ml of ethanol and 80 ml of water. After the reaction, the reaction solution was concentrated to obtain 13.0 g of 4'-(16-hydroxyhexadecyloxy)biphenyl-4-carboxylic acid. (yield: 95%) Reactants: C1CCOC1, CO, [Li+], [OH-], COC(=O)c1cc2c([nH]1)CCC2Cc1cccc(-c2ccc(CO)cc2)c1. The product is O=C(O)c1cc2c([nH]1)CCC2Cc1cccc(-c2ccc(CO)cc2)c1. RXN SMILES: [CH2:32]1[O:33][CH2:34][CH2:35][CH2:36]1.[CH3:30][OH:31].[Li+:28].[OH-:29].[OH:1][CH2:2][c:3]1[cH:4][cH:5][c:6](-[c:9]2[cH:10][c:11]([CH2:15][CH:16]3[CH2:17][CH2:18][c:19]4[nH:20][c:21]([C:24](=[O:25])[O:26][CH3:27])[cH:22][c:23]43)[cH:12][cH:13][cH:14]2)[cH:7][cH:8]1>>[OH:1][CH2:2][c:3]1[cH:4][cH:5][c:6](-[c:9]2[cH:10][c:11]([CH2:15][CH:16]3[CH2:17][CH2:18][c:19]4[nH:20][c:21]([C:24](=[O:25])[OH:26])[cH:22][c:23]43)[cH:12][cH:13][cH:14]2)[cH:7][cH:8]1. Reactants: COC1=CC=C(CNC=2C(N(N=C(C2)OC[C@@H]2[C@H](C2)C2=NC=C(C=C2)OC)C)=O)C=C1 (4-(4-methoxybenzylamino)-6-(((1S,2S)-2-(5-methoxypyridin-2-yl)cyclopropyl)methoxy)-2-methylpyridazin-3(2H)-one), [H-].[Na+] (NaH), BrCC#C (3-bromoprop-1-yne). Run in O (H2O), CCOC(=O)C (EtOAc), C1CCOC1 (THF). Reaction conditions: time 10 minute. Product: COC1=CC=C(CN(C=2C(N(N=C(C2)OC[C@@H]2[C@H](C2)C2=NC=C(C=C2)OC)C)=O)CC#C)C=C1 (4-((4-methoxybenzyl)(prop-2-ynyl)amino)-6-(((1S,2S)-2-(5-methoxypyridin-2-yl)cyclopropyl)methoxy)-2-methylpyridazin-3(2H)-one). RXN SMILES: [CH3:1][O:2][C:3]1[CH:31]=[CH:30][C:6]([CH2:7][NH:8][C:9]2[C:10](=[O:29])[N:11]([CH3:28])[N:12]=[C:13]([O:15][CH2:16][C@H:17]3[CH2:19][C@@H:18]3[C:20]3[CH:25]=[CH:24][C:23]([O:26][CH3:27])=[CH:22][N:21]=3)[CH:14]=2)=[CH:5][CH:4]=1.[H-].[Na+].Br[CH2:35][C:36]#[CH:37]>C1COCC1.O.CCOC(C)=O>[CH3:1][O:2][C:3]1[CH:4]=[CH:5][C:6]([CH2:7][N:8]([CH2:37][C:36]#[CH:35])[C:9]2[C:10](=[O:29])[N:11]([CH3:28])[N:12]=[C:13]([O:15][CH2:16][C@H:17]3[CH2:19][C@@H:18]3[C:20]3[CH:25]=[CH:24][C:23]([O:26][CH3:27])=[CH:22][N:21]=3)[CH:14]=2)=[CH:30][CH:31]=1 |f:1.2|. Procedure details: To a solution of 4-(4-methoxybenzylamino)-6-(((1S,2S)-2-(5-methoxypyridin-2-yl)cyclopropyl)methoxy)-2-methylpyridazin-3(2H)-one (210 mg, 0.50 mmol) in THF (20 mL) was added NaH (30 mg, 0.75 mmol) at 0° C. After stirred for 10 min, 3-bromoprop-1-yne (118 mg, 1.00 mmol) was added. The mixture was stirred for 2 h at room temperature and then diluted with H2O (20 mL) and EtOAc (50 mL). The organic phase was washed with H2O and brine, dried over Na2SO4, filtered and concentrated. The residue was puri...